From a dataset of the Open Reaction Database (ORD), a public repository of structured organic reaction records. describe an organic reaction: reactants, conditions, products, and yield The reactants are CCCCOCCOc1ccc(-c2ccc3c(c2)C=C(C(=O)OC)CCCN3C=O)cc1, CO, Cl, [Na+], C1CCOC1, [OH-], O. Yields the product CCCCOCCOc1ccc(-c2ccc3c(c2)C=C(C(=O)O)CCCN3C=O)cc1. As a reaction SMILES: [CH2:1]([CH2:2][CH2:3][CH3:4])[O:5][CH2:6][CH2:7][O:8][c:9]1[cH:10][cH:11][c:12](-[c:15]2[cH:16][cH:17][c:18]3[c:19]([cH:32]2)[CH:20]=[C:21]([C:28](=[O:29])[O:30][CH3:31])[CH2:22][CH2:23][CH2:24][N:25]3[CH:26]=[O:27])[cH:13][cH:14]1.[CH3:42][OH:43].[ClH:40].[Na+:39].[O:33]1[CH2:34][CH2:35][CH2:36][CH2:37]1.[OH-:38].[OH2:41]>>[CH2:1]([CH2:2][CH2:3][CH3:4])[O:5][CH2:6][CH2:7][O:8][c:9]1[cH:10][cH:11][c:12](-[c:15]2[cH:16][cH:17][c:18]3[c:19]([cH:32]2)[CH:20]=[C:21]([C:28](=[O:29])[OH:30])[CH2:22][CH2:23][CH2:24][N:25]3[CH:26]=[O:27])[cH:13][cH:14]1. Reaction SMILES: C[Sn](C)(C)[C:3]1[CH:8]=[CH:7][C:6]([N:9]2[CH2:13][C@H:12]([CH2:14][C:15](=[O:19])[C:16]([NH2:18])=[O:17])[O:11][CH2:10]2)=[CH:5][C:4]=1[F:20].[O:23]=[C:24]1[CH2:28][CH:27]([CH2:29][OH:30])[CH2:26][N:25]1[C:31]1[CH:36]=[CH:35][C:34](Br)=[CH:33][N:32]=1.[Cl-].[Li+].O>CN1CCCC1=O>[O:23]=[C:24]1[CH2:28][CH:27]([CH2:29][OH:30])[CH2:26][N:25]1[C:31]1[CH:36]=[CH:35][C:34]([C:3]2[CH:8]=[CH:7][C:6]([N:9]3[CH2:13][C@H:12]([CH2:14][C:15](=[O:19])[C:16]([NH2:18])=[O:17])[O:11][CH2:10]3)=[CH:5][C:4]=2[F:20])=[CH:33][N:32]=1 |f:2.3|. Reactants: O=C1N(CC(C1)CO)C1=NC=C(C=C1)Br (2-(2-oxo-4-hydroxymethylpyrrolidin-1-yl)-5-bromopyridine), [Cl-].[Li+] (lithium chloride), dichlorobistriphenylphosphine palladium(II), O (water), C[Sn](C1=C(C=C(C=C1)N1CO[C@H](C1)CC(C(=O)N)=O)F)(C)C ((S)-3-(4-trimethylstannyl-3-fluorophenyl)-2-oxo-5-oxazolidinylmethyl acetamide). Run in CN1C(CCC1)=O (1-methyl-2-pyrrolidon). Conditions: temperature 110 celsius, time 2 hour. Product: O=C1N(CC(C1)CO)C1=NC=C(C=C1)C1=C(C=C(C=C1)N1CO[C@H](C1)CC(C(=O)N)=O)F ((S)-3-(4-(2-(2-oxo-4-hydroxymethylpyrrolidin-1-yl)pyridin-5-yl)-3-fluorophenyl)-2-oxo-5-oxazolidinylmethyl acetamide). Yield: 24.4%. Procedure: In 14 ml of 1-methyl-2-pyrrolidon was dissolved 1.8 g of (S)-3-(4-trimethylstannyl-3-fluorophenyl)-2-oxo-5-oxazolidinylmethyl acetamide. The solution was added 1.03 g of 2-(2-oxo-4-hydroxymethylpyrrolidin-1-yl)-5-bromopyridine, 0.55 g of lithium chloride and 0.15 g of dichlorobistriphenylphosphine palladium(II) at room temperature and then stirred at the temperature of 110° C. for 2 hours. The reaction mixture was added with water and extracted with ethyl acetate. After being washed with brine, ... Starting materials: ClC1=C(C=NC2=CC3=C(C=C12)C=C(C(=C3)OC)OC)C#N (4-chloro-7,8-dimethoxybenzo[g]quinoline-3-carbonitrile), CO (methanol), ClC1=C(N)C=CC(=C1)Cl (2,4-dichloroaniline), [H-].[Na+] (sodium hydride). Reagents/catalysts: C(C)OCC (diethyl ether). Solvent: CN(C)C=O (DMF), O (water). Run at time 0.5 hour. The product is ClC1=C(NC2=C(C=NC3=CC4=C(C=C23)C=C(C(=C4)OC)OC)C#N)C=CC(=C1)Cl (4-(2,4-Dichloroanilino)-7,8-dimethoxybenzo[g]quinoline-3-carbonitrile). Isolated yield 59.4%. As a reaction SMILES: [Cl:1][C:2]1[CH:8]=[C:7]([Cl:9])[CH:6]=[CH:5][C:3]=1[NH2:4].[H-].[Na+].Cl[C:13]1[C:22]2[C:17](=[CH:18][C:19]3[CH:26]=[C:25]([O:27][CH3:28])[C:24]([O:29][CH3:30])=[CH:23][C:20]=3[CH:21]=2)[N:16]=[CH:15][C:14]=1[C:31]#[N:32].CO>CN(C=O)C.O.C(OCC)C>[Cl:1][C:2]1[CH:8]=[C:7]([Cl:9])[CH:6]=[CH:5][C:3]=1[NH:4][C:13]1[C:22]2[C:17](=[CH:18][C:19]3[CH:26]=[C:25]([O:27][CH3:28])[C:24]([O:29][CH3:30])=[CH:23][C:20]=3[CH:21]=2)[N:16]=[CH:15][C:14]=1[C:31]#[N:32] |f:1.2|. Procedure: A mixture of 178.2 mg (1.1 mmol) of 2,4-dichloroaniline and 44.0 mg (1.1 mmol) of sodium hydride in anhydrous DMF is stirred at room temperature for 0.5 hours. To the mixture is added 149.4 mg (0.5 mmol) of 4-chloro-7,8-dimethoxybenzo[g]quinoline-3-carbonitrile. The resulting mixture is heated at 50–60° C. for 1 hour. After cooling, the mixture is diluted with water and extracted with ethyl acetate. The organic phase is washed with brine and dried over sodium sulfate. Removal of the solvent yiel... Reactants: HClO4, C(C1=CC=CC=C1)=O (benzaldehyde), C(C)OC(C)=NOC1=C(C=CC=C1)C(=O)O (Ethyl-N-(2-carboxyphenoxy)acetimidate). Yields the product C(=O)(O)C1=C(C=CC=C1)ON=CC1=CC=CC=C1 (Benzaldehyde-O-(2-carboxyphenyl)oxime). Isolated yield 61.8%. RXN SMILES: C(=O)[C:2]1[CH:7]=[CH:6]C=[CH:4][CH:3]=1.C(O[C:12](=[N:14][O:15][C:16]1[CH:21]=[CH:20][CH:19]=[CH:18][C:17]=1[C:22]([OH:24])=[O:23])[CH3:13])C>>[C:22]([C:17]1[CH:18]=[CH:19][CH:20]=[CH:21][C:16]=1[O:15][N:14]=[CH:12][C:13]1[CH:6]=[CH:7][CH:2]=[CH:3][CH:4]=1)([OH:24])=[O:23]. Procedure details: 70% HClO4 (14.0 μL, 0.163 mmol), benzaldehyde (18.0 mL, 0.177 mmol), and 20 (39.0 mg, 0.175 mmol) were subjected to the representative coupling procedure as outlined above (method 3), yielding 2a as a white solid (26.1 mg, 62%). 1H-NMR (500 MHz, d6-Acetone) δ 7.15 (dt, J=0.9, 7.8 Hz, 1H), 7.48-7.55 (m, 3H), 7.59 (dt, J=1.8, 7.8 Hz, 1H), 7.71 (d, J=8.2 Hz, 1H), 7.83-7.89 (m, 3H), 8.66 (s, 1H), 10.8-11.5 (broad s, 1H); 13C-NMR (125 MHz, d6-DMSO) δ 115.7, 119.7, 122.1, 127.8, 129.0, 130.8, 130.9, 1... The reactants are CC(=O)OC(C)=O, CCOC(C)=O, COCN1c2cc(N)ccc2Sc2nccnc21. Product: COCN1c2cc(NC(C)=O)ccc2Sc2nccnc21. RXN SMILES: [CH3:19][C:20](=[O:21])[O:22][C:23](=[O:24])[CH3:25].[CH3:26][CH2:27][O:28][C:29](=[O:30])[CH3:31].[NH2:1][c:2]1[cH:3][cH:4][c:5]2[c:6]([cH:18]1)[N:7]([CH2:15][O:16][CH3:17])[c:8]1[c:9]([n:11][cH:12][cH:13][n:14]1)[S:10]2>>[NH:1]([c:2]1[cH:3][cH:4][c:5]2[c:6]([cH:18]1)[N:7]([CH2:15][O:16][CH3:17])[c:8]1[c:9]([n:11][cH:12][cH:13][n:14]1)[S:10]2)[C:20]([CH3:19])=[O:21].